Dataset: the Open Reaction Database (ORD), a public repository of structured organic reaction records. Task: describe an organic reaction: reactants, conditions, products, and yield Starting materials: CC1(Br)CSC2C(NC(=O)Cc3ccccc3)C(=O)N2C1C(=O)OCC(Cl)(Cl)Cl, ClCCl, Nc1ccccc1. Yields the product CC1(Nc2ccccc2)CSC2C(NC(=O)Cc3ccccc3)C(=O)N2C1C(=O)OCC(Cl)(Cl)Cl. Reaction SMILES: [Br:8][C:9]1([CH3:36])[CH2:10][S:11][CH:12]2[N:13]([CH:14]1[C:15](=[O:16])[O:17][CH2:18][C:19]([Cl:20])([Cl:21])[Cl:22])[C:23](=[O:35])[CH:24]2[NH:25][C:26]([CH2:27][c:28]1[cH:29][cH:30][cH:31][cH:32][cH:33]1)=[O:34].[CH2:37]([Cl:38])[Cl:39].[NH2:1][c:2]1[cH:3][cH:4][cH:5][cH:6][cH:7]1>>[NH:1]([c:2]1[cH:3][cH:4][cH:5][cH:6][cH:7]1)[C:9]1([CH3:36])[CH2:10][S:11][CH:12]2[N:13]([CH:14]1[C:15](=[O:16])[O:17][CH2:18][C:19]([Cl:20])([Cl:21])[Cl:22])[C:23](=[O:35])[CH:24]2[NH:25][C:26]([CH2:27][c:28]1[cH:29][cH:30][cH:31][cH:32][cH:33]1)=[O:34]. Starting materials: C1OC=2C=C(C=CC2O1)C(C(C)([N+](=O)[O-])C)Cl (1-(3,4-methylenedioxyphenyl)-1-chloro-2-methyl-2-nitropropane), Cl(=O)(=O)(=O)O (perchloric acid), C(C)O (ethanol). The reagents and catalysts are [C].[Pd] (palladium-carbon). The solvent is [H][H] (hydrogen), C(C)(=O)OCC (ethyl acetate). The product is C1OC=2C=C(C=CC2O1)CC(C)([N+](=O)[O-])C (1-(3,4-methylenedioxyphenyl)-2-methyl-2-nitropropane). The yield is 89.0%. As a reaction SMILES: [CH2:1]1[O:9][C:8]2[CH:7]=[CH:6][C:5]([CH:10](Cl)[C:11]([CH3:16])([N+:13]([O-:15])=[O:14])[CH3:12])=[CH:4][C:3]=2[O:2]1.Cl(O)(=O)(=O)=O.C(O)C>[H][H].C(OCC)(=O)C.[C].[Pd]>[CH2:1]1[O:9][C:8]2[CH:7]=[CH:6][C:5]([CH2:10][C:11]([CH3:16])([N+:13]([O-:15])=[O:14])[CH3:12])=[CH:4][C:3]=2[O:2]1 |f:5.6|. Reported procedure: A mixture of 7.0 g of 1-(3,4-methylenedioxyphenyl)-1-chloro-2-methyl-2-nitropropane, 7.7 g of 70% perchloric acid, 2.8 g of 10% palladium-carbon and 100 ml of ethanol is shaken at room temperature for 3 hours in hydrogen gas atmosphere under 3 atmospheres. After the reaction, insoluble materials are removed by filtration, and the filtrate is condensed. The residue is dissolved in ethyl acetate, and the solution is washed with water, a saturated sodium bicarbonate solution and a saturated sodium ... Reactants: CC1CNCCN1, O=C1Nc2cc(Cl)ccc2Nc2ccccc21. Yields the product CC1CN(C2=Nc3cc(Cl)ccc3Nc3ccccc32)CCN1. Reaction SMILES: [CH3:18][CH:19]1[NH:20][CH2:21][CH2:22][NH:23][CH2:24]1.[Cl:1][c:2]1[cH:3][cH:4][c:5]2[c:6]([cH:17]1)[NH:7][C:8](=[O:16])[c:9]1[c:10]([cH:12][cH:13][cH:14][cH:15]1)[NH:11]2>>[Cl:1][c:2]1[cH:3][cH:4][c:5]2[c:6]([cH:17]1)[N:7]=[C:8]([N:23]1[CH2:22][CH2:21][NH:20][CH:19]([CH3:18])[CH2:24]1)[c:9]1[c:10]([cH:12][cH:13][cH:14][cH:15]1)[NH:11]2. The reactants are crude product, CNC1CCN(CC1)C(=O)OC(C)(C)C (tert-Butyl 4-(methylamino)piperidine-1-carboxylate), ClC1=CN=CC(=N1)C1=NN(C2=CC=C(C=C12)C1=C(C=CC=C1F)F)C1OCCCC1 (3-(6-chloropyrazin-2-yl)-5-(2,6-difluorophenyl)-1-(tetrahydro-2H-pyran-2-yl)-1H-indazole), C1(CCCCC1)P(C1=C(C=CC=C1)C1=C(C=CC=C1OC(C)C)OC(C)C)C1CCCCC1 (dicyclohexyl(2′,6′-diisopropoxybiphenyl-2-yl)phosphine), chloro(2-dicyclohexylphosphino-2′,6′-dipropoxy-1,1′-biphenyl)[2-(2-aminoethylphenyl)]palladium(II), COC(C)(C)C (methyl-t-butylether), CC(C)([O-])C.[Na+] (sodium tert-butoxide). The reagents and catalysts are CC(C)OC1=C(C(=CC=C1)OC(C)C)C2=CC=CC=C2P(C3CCCCC3)C4CCCCC4.CC(C)(C)OC.C1=CC=C([C-]=C1)CCN.Cl[Pd+] (RuPhos precatalyst). The solvent is C1CCOC1 (THF). Run at temperature 85 celsius, time 8 hour. Yields the product FC1=C(C(=CC=C1)F)C=1C=C2C(=NN(C2=CC1)C1OCCCC1)C1=CN=CC(=N1)N(C1CCN(CC1)C(=O)OC(C)(C)C)C (tert-Butyl 4-((6-(5-(2,6-difluorophenyl)-1-(tetrahydro-2H-pyran-2-yl)-1H-indazol-3-yl)pyrazin-2-yl)(methyl)amino)piperidine-1-carboxylate). Reaction SMILES: Cl[C:2]1[N:7]=[C:6]([C:8]2[C:16]3[C:11](=[CH:12][CH:13]=[C:14]([C:17]4[C:22]([F:23])=[CH:21][CH:20]=[CH:19][C:18]=4[F:24])[CH:15]=3)[N:10]([CH:25]3[CH2:30][CH2:29][CH2:28][CH2:27][O:26]3)[N:9]=2)[CH:5]=[N:4][CH:3]=1.C1(P(C2CCCCC2)C2C=CC=CC=2C2C(OC(C)C)=CC=CC=2OC(C)C)CCCCC1.COC(C)(C)C.CC(C)([O-])C.[Na+].[CH3:76][NH:77][CH:78]1[CH2:83][CH2:82][N:81]([C:84]([O:86][C:87]([CH3:90])([CH3:89])[CH3:88])=[O:85])[CH2:80][CH2:79]1>CC(OC1C=CC=C(OC(C)C)C=1C1C(P(C2CCCCC2)C2CCCCC2)=CC=CC=1)C.CC(OC)(C)C.C1C=[C-]C(CCN)=CC=1.Cl[Pd+].C1COCC1>[F:24][C:18]1[CH:19]=[CH:20][CH:21]=[C:22]([F:23])[C:17]=1[C:14]1[CH:15]=[C:16]2[C:11](=[CH:12][CH:13]=1)[N:10]([CH:25]1[CH2:30][CH2:29][CH2:28][CH2:27][O:26]1)[N:9]=[C:8]2[C:6]1[N:7]=[C:2]([N:77]([CH3:76])[CH:78]2[CH2:79][CH2:80][N:81]([C:84]([O:86][C:87]([CH3:89])([CH3:88])[CH3:90])=[O:85])[CH2:82][CH2:83]2)[CH:3]=[N:4][CH:5]=1 |f:3.4,6.7.8.9|. Procedure details: To a glass microwave vial was added 3-(6-chloropyrazin-2-yl)-5-(2,6-difluorophenyl)-1-(tetrahydro-2H-pyran-2-yl)-1H-indazole (0.200 g, 0.469 mmol), dicyclohexyl(2′,6′-diisopropoxybiphenyl-2-yl)phosphine (RuPhos, 6.57 mg, 0.014 mmol), chloro(2-dicyclohexylphosphino-2′,6′-dipropoxy-1,1′-biphenyl)[2-(2-aminoethylphenyl)]palladium(II), methyl-t-butylether adduct (6.57 mg, 0.014 mmol), RuPhos precatalyst (10.28 mg, 0.014 mmol), and sodium tert-butoxide (0.144 mL, 1.174 mmol). The vial was placed unde... Reaction SMILES: [CH3:1][O:2][c:3]1[cH:4][cH:5][cH:6][c:7]2[cH:8][c:9]3[cH:10][cH:11][cH:12][cH:13][c:14]3[n:15][c:16]12.[CH3:26][C:27]([O:28][C:29](=[O:30])[CH3:31])=[O:32].[OH:17][N+:18]([O-:19])=[O:20].[S:21](=[O:22])(=[O:23])([OH:24])[OH:25]>>[CH3:1][O:2][c:3]1[cH:4][cH:5][c:6]([N+:18](=[O:17])[O-:19])[c:7]2[cH:8][c:9]3[cH:10][cH:11][cH:12][cH:13][c:14]3[n:15][c:16]12. Yields the product COc1ccc([N+](=O)[O-])c2cc3ccccc3nc12. Starting materials: COc1cccc2cc3ccccc3nc12, CC(=O)OC(C)=O, O=[N+]([O-])O, O=S(=O)(O)O. Starting materials: CC(=C)C1=CC=CC=C1 (α-methylstyrene), C(C)(C)O (isopropanol). Product: CC(C)(CC(C)C1=CC=CC=C1)O (2-methyl-4-phenyl-2-pentanol). RXN SMILES: [CH3:1][C:2]([C:4]1[CH:9]=[CH:8][CH:7]=[CH:6][CH:5]=1)=[CH2:3].[CH:10]([OH:13])([CH3:12])[CH3:11]>>[CH3:11][C:10]([OH:13])([CH2:3][CH:2]([C:4]1[CH:9]=[CH:8][CH:7]=[CH:6][CH:5]=1)[CH3:1])[CH3:12]. Procedure: By reaction of α-methylstyrene with isopropanol under the conditions described in example 1, after multistage distillation, a mixture which 2-methyl-4-phenyl-2-pentanol (90.3 GC area %) was obtained. In a 300 mL autoclave, 27.7 g of this mixture were dissolved in 132.3 g of tetrahydrofuran, and 1.6 g of a catalyst according to preparation example 1 were initially charged in a catalyst basket. The autoclave was purged three times with nitrogen. This was followed by hydrogenation at 160° C. and hy...